describe an organic reaction: reactants, conditions, products, and yield From a dataset of the Open Reaction Database (ORD), a public repository of structured organic reaction records. The reactants are CCCCc1nn(CC(F)(F)F)c(C=O)c1Cc1ccc2oc(-c3ccccc3-c3nnn[nH]3)c(Br)c2c1, CC(C)(C)O, C1CCOC1, CC=C(C)C, [O-][Cl+][O-], [Na+], [Na+], O, O=P([O-])(O)O. The product is CCCCc1nn(CC(F)(F)F)c(C(=O)O)c1Cc1ccc2oc(-c3ccccc3-c3nnn[nH]3)c(Br)c2c1. RXN SMILES: [Br:1][c:2]1[c:3](-[c:28]2[c:29](-[c:34]3[n:35][n:36][n:37][nH:38]3)[cH:30][cH:31][cH:32][cH:33]2)[o:4][c:5]2[c:6]1[cH:7][c:8]([CH2:11][c:12]1[c:13]([CH2:24][CH2:25][CH2:26][CH3:27])[n:14][n:15]([CH2:19][C:20]([F:21])([F:22])[F:23])[c:16]1[CH:17]=[O:18])[cH:9][cH:10]2.[C:59]([OH:60])([CH3:61])([CH3:62])[CH3:63].[CH2:54]1[O:55][CH2:56][CH2:57][CH2:58]1.[CH3:39][C:40](=[CH:41][CH3:42])[CH3:43].[Cl+:44]([O-:45])[O-:46].[Na+:47].[Na+:53].[OH2:64].[P:48]([O-:49])([OH:50])([OH:51])=[O:52]>>[Br:1][c:2]1[c:3](-[c:28]2[c:29](-[c:34]3[n:35][n:36][n:37][nH:38]3)[cH:30][cH:31][cH:32][cH:33]2)[o:4][c:5]2[c:6]1[cH:7][c:8]([CH2:11][c:12]1[c:13]([CH2:24][CH2:25][CH2:26][CH3:27])[n:14][n:15]([CH2:19][C:20]([F:21])([F:22])[F:23])[c:16]1[C:17](=[O:18])[OH:45])[cH:9][cH:10]2. As a reaction SMILES: [NH2:1][C:2]1[CH:11]=[CH:10][C:9]([CH3:12])=[CH:8][C:3]=1[C:4]([O:6][CH3:7])=[O:5].[S-:13][C:14]#[N:15].[K+].BrBr>C(O)(=O)C>[NH2:15][C:14]1[S:13][C:11]2[C:2](=[C:3]([C:4]([O:6][CH3:7])=[O:5])[CH:8]=[C:9]([CH3:12])[CH:10]=2)[N:1]=1 |f:1.2|. Starting materials: [S-]C#N.[K+] (potassium thiocyanate), ice water, NC1=C(C(=O)OC)C=C(C=C1)C (methyl 2-amino-5-methylbenzoate), BrBr (bromine). Run in C(C)(=O)O (acetic acid), C(C)(=O)O (acetic acid). Procedure details: 50 g (0.303 mol) of methyl 2-amino-5-methylbenzoate are dissolved in 300 ml of glacial acetic acid, and 120.6 g (1.24 mol) of potassium thiocyanate--dissolved in 200 ml of glacial acetic acid--are added. At 10° C., 17.42 ml (0.335 mol) of bromine are added dropwise, and the mixture is then stirred without cooling for 2 hours. The suspension is tipped into 3 l of ice-water, while stirring, and the precipitated product is filtered off with suction and washed with dilute sodium carbonate solution a... The product is NC=1SC=2C(N1)=C(C=C(C2)C)C(=O)OC (Methyl 2-amino-6-methylbenzothiazole-4-carboxylate). Reactants: C1(=CC=CC=C1)C (toluene), C(C)#N (acetonitrile), ClC=1C=C(C=NC1Cl)O (5,6-dichloro-3-pyridinol), C(C)(=O)O[C@H]1[C@H](SC[C@H]([C@@H]1OC(C)=O)OC(C)=O)Br (2,3,4-tri-O-acetyl-5-thio-α-D-xylopyranosyl bromide). The reagents and catalysts are [Cl-].[Zn+2].[Cl-] (zinc chloride). Solvent: C(C)N(CC)CC (triethylamine). Run at temperature 90 celsius, time 20 minute. Product: C(C)(=O)O[C@H]1[C@H](OC=2C=NC(=C(C2)Cl)Cl)SC[C@H]([C@@H]1OC(C)=O)OC(C)=O (5,6-Dichloro-3-pyridinyl 2,3,4-tri-O-acetyl-5-thio-β-D-xylopyranoside). Yield: 50.0%. As a reaction SMILES: C1(C)C=CC=CC=1.C(#N)C.[Cl:11][C:12]1[CH:13]=[C:14]([OH:19])[CH:15]=[N:16][C:17]=1[Cl:18].[C:20]([O:23][C@@H:24]1[C@@H:29]([O:30][C:31](=[O:33])[CH3:32])[C@H:28]([O:34][C:35](=[O:37])[CH3:36])[CH2:27][S:26][C@@H:25]1Br)(=[O:22])[CH3:21]>[Cl-].[Zn+2].[Cl-].C(N(CC)CC)C>[C:20]([O:23][C@@H:24]1[C@@H:29]([O:30][C:31](=[O:33])[CH3:32])[C@H:28]([O:34][C:35](=[O:37])[CH3:36])[CH2:27][S:26][C@H:25]1[O:19][C:14]1[CH:15]=[N:16][C:17]([Cl:18])=[C:12]([Cl:11])[CH:13]=1)(=[O:22])[CH3:21] |f:4.5.6|. Procedure details: 5.1 g (37.5 mM) of zinc chloride are melted under reduced pressure, the melt is cooled under an inert atmosphere and then 12 ml of toluene, 12 ml of acetonitrile, 3 g of 4 Å molecular sieve and 2.45 g (15 mM) of 5,6-dichloro-3-pyridinol are added. The temperature of the mixture is brought to 90° C. and 3.78 g (37.5 mM) of triethylamine and 5.86 g (16.5 mM) of 2,3,4-tri-O-acetyl-5-thio-α-D-xylopyranosyl bromide are added. The reaction medium is stirred at 90° C. for 20 minutes and is then cooled ... Starting materials: BrCC(=O)C1=CC=C(C=C1)O (2-bromo-4′-hydroxyacetophenone), NC1=NC=C(C=C1)OC (2-amino-5-methoxypyridine). Solvent: C(C)#N (acetonitrile). Product: Br.OC1=CC=C(C=C1)C=1N=C2N(C=C(C=C2)OC)C1 (2-(4′-hydroxyphenyl)-6-methoxyimidazo[1,2-a]pyridine hydrobromide salt). RXN SMILES: [Br:1][CH2:2][C:3]([C:5]1[CH:10]=[CH:9][C:8]([OH:11])=[CH:7][CH:6]=1)=O.[NH2:12][C:13]1[CH:18]=[CH:17][C:16]([O:19][CH3:20])=[CH:15][N:14]=1>C(#N)C>[BrH:1].[OH:11][C:8]1[CH:9]=[CH:10][C:5]([C:3]2[N:12]=[C:13]3[CH:18]=[CH:17][C:16]([O:19][CH3:20])=[CH:15][N:14]3[CH:2]=2)=[CH:6][CH:7]=1 |f:3.4|. Procedure details: First, 2-bromo-4′-hydroxyacetophenone and 2-amino-5-methoxypyridine are dissolved in an inactive solvent such as acetonitrile, and are allowed to react with each other at a reflux temperature for 2 to 6 hours to produce 2-(4′-hydroxyphenyl)-6-methoxyimidazo[1,2-a]pyridine hydrobromide salt as white precipitates. The inactive solvent used in this instance may be acetonitrile or another solvent that is usually employed in a similar reaction, for example, methanol and acetone. The reaction temperat...